This data is from the Open Reaction Database (ORD), a public repository of structured organic reaction records. The task is: describe an organic reaction: reactants, conditions, products, and yield Reactants: C(C)(C)(C)OC(CSC([C@@H](C(=O)N1[C@@H](CCC1)C(NCC=1C=C2C=CN=C(C2=CC1)N)=O)NC(=O)OCC)(C)C)=O ((3-{2-(S)-[(1-amino-isoquinolin-6-ylmethyl)-carbamoyl]-pyrrolidin-1-yl}-2-(R)-ethoxycarbonylamino-1,1-dimethyl-3-oxo-propylsulfanyl)-acetic acid tert.-butyl ester), FC(C(=O)O)(F)F (trifluoroacetic acid). Run in ClCCl (dichloromethane). Conditions: time 3 hour. The product is NC1=NC=CC2=CC(=CC=C12)CNC(=O)[C@H]1N(CCC1)C([C@H](C(C)(C)SCC(=O)O)NC(=O)OCC)=O ((3-{2-(S)-[(1-Amino-isoquinolin-6-ylmethyl)-carbamoyl]-pyrrolidin-1-yl}-2-(R)-ethoxycarbonylamino-1,1-dimethyl-3-oxo-propylsulfanyl)-acetic acid). Yield: 52.0%. As a reaction SMILES: C([O:5][C:6](=[O:41])[CH2:7][S:8][C:9]([CH3:40])([CH3:39])[C@H:10]([NH:33][C:34]([O:36][CH2:37][CH3:38])=[O:35])[C:11]([N:13]1[CH2:17][CH2:16][CH2:15][C@H:14]1[C:18](=[O:32])[NH:19][CH2:20][C:21]1[CH:22]=[C:23]2[C:28](=[CH:29][CH:30]=1)[C:27]([NH2:31])=[N:26][CH:25]=[CH:24]2)=[O:12])(C)(C)C.FC(F)(F)C(O)=O>ClCCl>[NH2:31][C:27]1[C:28]2[C:23](=[CH:22][C:21]([CH2:20][NH:19][C:18]([C@@H:14]3[CH2:15][CH2:16][CH2:17][N:13]3[C:11](=[O:12])[C@@H:10]([NH:33][C:34]([O:36][CH2:37][CH3:38])=[O:35])[C:9]([S:8][CH2:7][C:6]([OH:41])=[O:5])([CH3:39])[CH3:40])=[O:32])=[CH:30][CH:29]=2)[CH:24]=[CH:25][N:26]=1. Reported procedure: A mixture of (3-{2-(S)-[(1-amino-isoquinolin-6-ylmethyl)-carbamoyl]-pyrrolidin-1-yl}-2-(R)-ethoxycarbonylamino-1,1-dimethyl-3-oxo-propylsulfanyl)-acetic acid tert.-butyl ester hydroacetate (0.031 g; 0.048 mmol) and 1 mL trifluoroacetic acid in 1 mL of dichloromethane was stirred for 3 h at ambient temperature. The volatiles were pumped off followed by lyophilization to give 0.016 g (52%) of the title compound as a white solid. (+)-APCI-MS: 532 (MH+). Starting materials: BrC1=CC(=C(C(=O)OC)C=C1)C (methyl 4-bromo-2-methyl-benzoate). The solvent is CCOCC (Et2O). Run at time 3 hour. Product: BrC1=CC(=C(C=C1)CO)C ((4-Bromo-2-methyl-phenyl)-methanol), EtOAc-hexanes. The yield is 10.0%. As a reaction SMILES: [Br:1][C:2]1[CH:11]=[CH:10][C:5]([C:6](OC)=[O:7])=[C:4]([CH3:12])[CH:3]=1>CCOCC>[Br:1][C:2]1[CH:11]=[CH:10][C:5]([CH2:6][OH:7])=[C:4]([CH3:12])[CH:3]=1. Reported procedure: A solution of methyl 4-bromo-2-methyl-benzoate (1.05 g, 4.58 mmols) in 10 mL of Et2O was cooled to 0° C. and treated with LiAIH4 (177.0 mg, 4.58 mmols), stirred for 3 hours, and then carefully quenched with H2O. The mixture was extracted with Et2O and the combined organic layers were washed with H2O and saturated aqueous NaCl, dried (MgSO4), and concentrated under reduced pressure. The title compound, 830.0 mg (90%), was isolated by column chromatography (10-30% EtOAc-hexanes) as a colorless oil...